This data is from the Open Reaction Database (ORD), a public repository of structured organic reaction records. The task is: describe an organic reaction: reactants, conditions, products, and yield Starting materials: CC1=CC=C(C=N1)C1=CC(NC=C1)=O (4-(6-Methylpyridin-3-yl)pyridin-2(1H)-one), BrC=1C=CC=2C3=C(N(C2C1)C)CCN(C3)C(=O)OC(C)(C)C (tert-butyl 7-bromo-5-methyl-3,4-dihydro-1H-pyrido[4,3-b]indole-2(5H)-carboxylate). The product is CN1C2=C(C=3C=CC(=CC13)N1C(C=C(C=C1)C=1C=NC(=CC1)C)=O)CN(CC2)C(=O)OC(C)(C)C (tert-Butyl 5-methyl-7-(4-(6-methylpyridin-3-yl)-2-oxopyridin-1(2H)-yl)-3,4-dihydro-1H-pyrido[4,3-b]indole-2(5H)-carboxylate). Yield: 58.1%. Reaction SMILES: [CH3:1][C:2]1[N:7]=[CH:6][C:5]([C:8]2[CH:13]=[CH:12][NH:11][C:10](=[O:14])[CH:9]=2)=[CH:4][CH:3]=1.Br[C:16]1[CH:17]=[CH:18][C:19]2[C:20]3[CH2:29][N:28]([C:30]([O:32][C:33]([CH3:36])([CH3:35])[CH3:34])=[O:31])[CH2:27][CH2:26][C:21]=3[N:22]([CH3:25])[C:23]=2[CH:24]=1>>[CH3:25][N:22]1[C:23]2[CH:24]=[C:16]([N:11]3[CH:12]=[CH:13][C:8]([C:5]4[CH:6]=[N:7][C:2]([CH3:1])=[CH:3][CH:4]=4)=[CH:9][C:10]3=[O:14])[CH:17]=[CH:18][C:19]=2[C:20]2[CH2:29][N:28]([C:30]([O:32][C:33]([CH3:36])([CH3:35])[CH3:34])=[O:31])[CH2:27][CH2:26][C:21]1=2. Reported procedure: 4-(6-Methylpyridin-3-yl)pyridin-2(1H)-one (150 mg, 0.81 mmol) and tert-butyl 7-bromo-5-methyl-3,4-dihydro-1H-pyrido[4,3-b]indole-2(5H)-carboxylate (294 mg, 0.805 mmol) were reacted following the procedure of Example 30 (step g) to provide the title compound (220 mg, 58%) as a yellow/green solid: 1H NMR (500 MHz, CDCl3) δ 8.79 (d, J=8.2 Hz, 1H), 7.83 (dd, J=8.1, 2.4 Hz, 1H), 7.56-7.51 (m, 2H), 7.37 (d, J=1.4 Hz, 1H), 7.30 (1H, partially under solvent), 7.08 (d, J=8.7 Hz, 1H), 6.90 (d, J=1.6 Hz, 1... Reactants: C(C)(C)(C)OC(=O)N1C(SCC1)C(=O)O (3-(tert-butoxycarbonyl)-1,3-thiazolidine-2-carboxylic acid), C(C1=CC=CC=C1)N (benzylamine), C1=CC=C(C=C1)/C(=N/O)/C2=CC=C(C=C2)[N+](=O)[O-] (oxime resin), C(C)(C)(C)C1=CC=C(C=C1)S(=O)(=O)Cl (4-tert-butylbenzenesulfonyl chloride). The product is C(C1=CC=CC=C1)NC(=O)C1SCCN1S(=O)(=O)C1=CC=C(C=C1)C(C)(C)C (N-benzyl-3-[(4-tert-butylphenyl)sulfonyl]-1,3-thiazolidine-2-carboxamide). Reaction SMILES: C(OC([N:8]1[CH2:12][CH2:11][S:10][CH:9]1[C:13]([OH:15])=O)=O)(C)(C)C.C1C=CC(/[C:22](/[C:25]2[CH:30]=[CH:29][C:28]([N+]([O-])=O)=[CH:27][CH:26]=2)=[N:23]/O)=CC=1.[C:34]([C:38]1[CH:43]=[CH:42][C:41]([S:44](Cl)(=[O:46])=[O:45])=[CH:40][CH:39]=1)([CH3:37])([CH3:36])[CH3:35].C(N)C1C=CC=CC=1>>[CH2:22]([NH:23][C:13]([CH:9]1[N:8]([S:44]([C:41]2[CH:42]=[CH:43][C:38]([C:34]([CH3:37])([CH3:36])[CH3:35])=[CH:39][CH:40]=2)(=[O:46])=[O:45])[CH2:12][CH2:11][S:10]1)=[O:15])[C:25]1[CH:26]=[CH:27][CH:28]=[CH:29][CH:30]=1. Procedure details: Following the general solid phase method as outlined Example 33, starting from 3-(tert-butoxycarbonyl)-1,3-thiazolidine-2-carboxylic acid, Kaiser oxime resin, 4-tert-butylbenzenesulfonyl chloride and benzylamine, the title compound was obtained in 97.1% purity by HPLC.